This data is from the Open Reaction Database (ORD), a public repository of structured organic reaction records. The task is: describe an organic reaction: reactants, conditions, products, and yield Starting materials: ON1C(CC(CC1C1=CC=CC=C1)=NO)C1=CC=CC=C1 (1-hydroxy-2,6-diphenyl-4-piperidone oxime), C(CCCCC)O (1-hexanol), CS(=O)(=O)O (methanesulfonic acid). Solvent: O1CCCC1 (tetrahydrofuran). Yields the product ON1C(CC(CC1C1=CC=CC=C1)(OCCCCCC)OCCCCCC)C1=CC=CC=C1 (1-Hydroxy-2,6-diphenyl-4,4-dihexyloxypiperidine). Isolated yield 20.2%. As a reaction SMILES: [OH:1][N:2]1[CH:7]([C:8]2[CH:13]=[CH:12][CH:11]=[CH:10][CH:9]=2)[CH2:6][C:5](=NO)[CH2:4][CH:3]1[C:16]1[CH:21]=[CH:20][CH:19]=[CH:18][CH:17]=1.[CH2:22]([OH:28])[CH2:23][CH2:24][CH2:25][CH2:26][CH3:27].CS(O)(=O)=O>O1CCCC1>[OH:1][N:2]1[CH:7]([C:8]2[CH:13]=[CH:12][CH:11]=[CH:10][CH:9]=2)[CH2:6][C:5]([O:28][CH2:22][CH2:23][CH2:24][CH2:25][CH2:26][CH3:27])([O:28][CH2:22][CH2:23][CH2:24][CH2:25][CH2:26][CH3:27])[CH2:4][CH:3]1[C:16]1[CH:21]=[CH:20][CH:19]=[CH:18][CH:17]=1. Procedure: A solution of 10.0 g (0.035 mole) 1-hydroxy-2,6-diphenyl-4-piperidone oxime, 22.0 g (0.22 moles) 1-hexanol and 7.0 g (0.073 moles) methanesulfonic acid in 250 mL tetrahydrofuran is heated at 60° C. for 12 hours. The solution is then washed three times with 10% aqueous sodium carbonate solution. The organic phase is dried over anhydrous sodium sulfate and concentrated. 3.2 g (20% yield) of the title compound is isolated as a clear oil after purification by LC (silica gel, ethyl acetate:hexane). The reactants are ClCCl, C[Si](C)(C)C#Cc1c(C#N)nn(-c2c(Cl)cc(OC(F)(F)F)cc2Cl)c1N, C1CCOC1. Product: C#Cc1c(C#N)nn(-c2c(Cl)cc(OC(F)(F)F)cc2Cl)c1N. As a reaction SMILES: [Cl:28][CH2:29][Cl:30].[NH2:1][c:2]1[c:3]([C:22]#[C:23][Si:24]([CH3:25])([CH3:26])[CH3:27])[c:4]([C:20]#[N:21])[n:5][n:6]1-[c:7]1[c:8]([Cl:19])[cH:9][c:10]([O:14][C:15]([F:16])([F:17])[F:18])[cH:11][c:12]1[Cl:13].[O:31]1[CH2:32][CH2:33][CH2:34][CH2:35]1>>[NH2:1][c:2]1[c:3]([C:22]#[CH:23])[c:4]([C:20]#[N:21])[n:5][n:6]1-[c:7]1[c:8]([Cl:19])[cH:9][c:10]([O:14][C:15]([F:16])([F:17])[F:18])[cH:11][c:12]1[Cl:13]. The reactants are COC=1C=C(C=O)C=CC1 (3-methoxybenzaldhyde), NC1=CC=CC=C1 (aniline). Run in CCOCC (ether). Yields the product COC=1C=C(C=NC2=CC=CC=C2)C=CC1 (3-Methoxybenzylidenaniline). Reaction SMILES: [CH3:1][O:2][C:3]1[CH:4]=[C:5]([CH:8]=[CH:9][CH:10]=1)[CH:6]=O.[NH2:11][C:12]1[CH:17]=[CH:16][CH:15]=[CH:14][CH:13]=1>CCOCC>[CH3:1][O:2][C:3]1[CH:4]=[C:5]([CH:8]=[CH:9][CH:10]=1)[CH:6]=[N:11][C:12]1[CH:17]=[CH:16][CH:15]=[CH:14][CH:13]=1. Procedure: A solution of 85.4 gm. of 3-methoxybenzaldhyde, 58.7 gm. of aniline, and 185 gm. of 3 A molecular sieves in 700 ml. of anhydrous ether was refluxed for 16 hours. The ether was dried (Na2SO4), filtered, and concentrated in vacuo to an oil which upon distillation provided 93.2 gm of oil. b.p. 141°-143°/0.5 Torr. Starting materials: CCOC(=O)C=CC=Cc1cccc2cncn12, CO, [Na+], [OH-]. Yields the product O=C(O)C=CC=Cc1cccc2cncn12. RXN SMILES: [CH2:1]([CH3:2])[O:3][C:4](=[O:5])[CH:6]=[CH:7][CH:8]=[CH:9][c:10]1[cH:11][cH:12][cH:13][c:14]2[n:15]1[cH:16][n:17][cH:18]2.[CH3:21][OH:22].[Na+:20].[OH-:19]>>[O:3]=[C:4]([OH:5])[CH:6]=[CH:7][CH:8]=[CH:9][c:10]1[cH:11][cH:12][cH:13][c:14]2[n:15]1[cH:16][n:17][cH:18]2. Reactants: NC=1C=C(C=CC1)S(=O)(=O)N (3-aminobenzenesulphonamide), ClC(=O)OC(Cl)(Cl)Cl (trichloromethyl chloroformate). Run in O1CCOCC1 (1,4-dioxane). Yields the product N(=C=O)C=1C=C(C=CC1)S(=O)(=O)N (3-Isocyanato-benzenesulfonamide). As a reaction SMILES: [NH2:1][C:2]1[CH:3]=[C:4]([S:8]([NH2:11])(=[O:10])=[O:9])[CH:5]=[CH:6][CH:7]=1.Cl[C:13](OC(Cl)(Cl)Cl)=[O:14]>O1CCOCC1>[N:1]([C:2]1[CH:3]=[C:4]([S:8]([NH2:11])(=[O:9])=[O:10])[CH:5]=[CH:6][CH:7]=1)=[C:13]=[O:14]. Procedure details: To a vigorously stirred solution of 3-aminobenzenesulphonamide (1 g, 5.8 mmol) in dry 1,4-dioxane (25 mL) is added trichloromethyl chloroformate (1.72 g, 8.7 mmol) and the reaction mixture is heated to reflux for 3 hours. The solvent is removed in vacuo to yield the title compound which is used without further purification. The reactants are C1(CCCC1)OC=1C=C(C=O)C=CC1OC (3-cyclopentoxy-4-methoxybenzaldehyde), C1COCCOCCOCCOCCOCCO1 (18-crown-6), FC(COP(OCC(F)(F)F)(=O)CC(=O)OC)(F)F (bis(2,2,2-trifluoroethyl)(methoxycarbonylmethyl)phosphonate), C[Si](C)(C)[N-][Si](C)(C)C.[K+] (potassium bis(trimethylsilyl)amide). Run in C1CCOC1 (THF), C1CCOC1 (THF). Conditions: temperature -78 celsius, time 30 minute. The product is COC(\C=C/C1=CC(=C(C=C1)OC)OC1CCCC1)=O ((Z)-methyl-3-(3-cyclopentoxy-4-methoxyphenyl)-prop-2-enoate). Yield: 86.3%. As a reaction SMILES: C1OCCOCCOCCOCCOCCOC1.FC(F)(F)COP([CH2:31][C:32]([O:34][CH3:35])=[O:33])(=O)OCC(F)(F)F.C[Si]([N-][Si](C)(C)C)(C)C.[K+].[CH:48]1([O:53][C:54]2[CH:55]=[C:56]([CH:59]=[CH:60][C:61]=2[O:62][CH3:63])[CH:57]=O)[CH2:52][CH2:51][CH2:50][CH2:49]1>C1COCC1>[CH3:35][O:34][C:32](=[O:33])/[CH:31]=[CH:57]\[C:56]1[CH:59]=[CH:60][C:61]([O:62][CH3:63])=[C:54]([O:53][CH:48]2[CH2:52][CH2:51][CH2:50][CH2:49]2)[CH:55]=1 |f:2.3|. Procedure: To a solution of 18-crown-6 (17 g, 64 mmol) and bis(2,2,2-trifluoroethyl)(methoxycarbonylmethyl)phosphonate (4.5 g, 14 mmol) in 200 mL of THF was added potassium bis(trimethylsilyl)amide (31 mL of 0.5M THF solution, 15.5 mmol). After 15 min a solution of 3-cyclopentoxy-4-methoxybenzaldehyde (2.8 g, 13 mmol) in 5 mL of THF was then added dropwise. The resulting solution was stirred at -78° C. for 30 min and quenched with sat NH4Cl. The mixture was diluted with ether and washed with 1M H3PO4, H2O,... Starting materials: COC(CC1=NC(=C(C=C1C#N)F)O)=O ((3-cyano-5-fluoro-6-hydroxy-pyridin-2-yl)-acetic acid methyl ester), O=P(Cl)(Cl)Cl (POCl3). Reaction conditions: temperature 95 celsius, time 7 hour. Yields the product COC(CC1=NC(=C(C=C1C#N)F)Cl)=O ((6-Chloro-3-cyano-5-fluoro-pyridin-2-yl)-acetic acid methyl ester). The yield is 95.5%. As a reaction SMILES: [CH3:1][O:2][C:3](=[O:15])[CH2:4][C:5]1[C:10]([C:11]#[N:12])=[CH:9][C:8]([F:13])=[C:7](O)[N:6]=1.O=P(Cl)(Cl)[Cl:18]>>[CH3:1][O:2][C:3](=[O:15])[CH2:4][C:5]1[C:10]([C:11]#[N:12])=[CH:9][C:8]([F:13])=[C:7]([Cl:18])[N:6]=1. Reported procedure: A mixture of (3-cyano-5-fluoro-6-hydroxy-pyridin-2-yl)-acetic acid methyl ester (9.10 g, 43.3 mmol), as prepared in the previous step, and POCl3 (40 mL, 433 mmol) was stirred at 95° C. for 7 h. The homogeneous brown solution was then concentrated under reduced pressure, and the residue was put on an ice bath, diluted with ether (200 mL), and then shaken with ice water (100 mL). The aqueous layer was extracted with ether (1×100 mL), and the organic layers were combined, dried (Na2SO4), and concen...